Dataset: the Open Reaction Database (ORD), a public repository of structured organic reaction records. Task: describe an organic reaction: reactants, conditions, products, and yield Starting materials: C(=O)([O-])[O-].[Na+].[Na+] (Na2CO3), CC1=CN=C(S1)NC(CC1=CC=C(C=C1)C)=O (N-(5-methyl-thiazol-2-yl)-2-p-tolyl-acetamide), Cl (hydrochloric acid), B.O1CCCC1 (borane tetrahydrofuran). Solvent: CC(C)(C)OC (TBME), O (water), C1CCOC1 (THF). Run at temperature 80 celsius, time 18 hour. The product is CC1=CN=C(S1)NCCC1=CC=C(C=C1)C ((5-Methyl-thiazol-2-yl)-(2-p-tolyl-ethyl)-amine). Isolated yield 50.9%. Reaction SMILES: [CH3:1][C:2]1[S:6][C:5]([NH:7][C:8](=O)[CH2:9][C:10]2[CH:15]=[CH:14][C:13]([CH3:16])=[CH:12][CH:11]=2)=[N:4][CH:3]=1.B.O1CCCC1.Cl.C([O-])([O-])=O.[Na+].[Na+]>C1COCC1.CC(OC)(C)C.O>[CH3:1][C:2]1[S:6][C:5]([NH:7][CH2:8][CH2:9][C:10]2[CH:11]=[CH:12][C:13]([CH3:16])=[CH:14][CH:15]=2)=[N:4][CH:3]=1 |f:1.2,4.5.6|. Reported procedure: To a suspension of N-(5-methyl-thiazol-2-yl)-2-p-tolyl-acetamide (1.31 g, 5.33 mmol) in THF (11 mL) was added dropwise under a nitrogen atmosphere borane-tetrahydrofuran complex (1 M in THF, 11 mL, 11 mmol). The reaction mixture was stirred for 18 h at 80° C. To the solution was added very carefully a aqueous hydrochloric acid (1 M, 10 mL) and stirred for 30 min at 80° C. After cooling it was diluted with TBME (25 mL), water (20 mL) and basified by addition of Na2CO3. The aqueous layer was extra... Reactants: C(C)(C)(C)OC(=O)C1=C(SC=2[C@@H](N(CCC21)[C@@H](C)C2=CC=CC=C2)CN)N (2-amino-7-(S)-aminomethyl-6-(1-(S)-phenyl-ethyl)-4,5,6,7-tetrahydro-thieno[2,3-c]pyridine-3-carboxylic aicd tert-butyl ester), C(C1=CC=CC=C1)=O (benzaldehyde), C(C)(C)N(CC)C(C)C (di-isopropyl-ethyl amine), C(C)(=O)Cl (acetyl chloride), [BH4-].[Na+] (sodium borohydride), C([O-])(O)=O.[Na+] (sodium bicarbonate). The solvent is C(C)O (ethanol), ClCCl (dichloromethane). Yields the product C(C)(C)(C)OC(=O)C1=C(SC=2[C@@H](N(CCC21)[C@@H](C)C2=CC=CC=C2)CN(CC2=CC=CC=C2)C(C)=O)N (7-(S)-((acetyl-benzyl-amino)methyl)-2-amino-6-(1-(S)-phenyl-ethyl)-4,5,6,7-tetrahydro-thieno[2,3-c]pyridine-3-carboxylic acid tert-butyl ester). The yield is 46.7%. RXN SMILES: [C:1]([O:5][C:6]([C:8]1[C:16]2[CH2:15][CH2:14][N:13]([C@H:17]([C:19]3[CH:24]=[CH:23][CH:22]=[CH:21][CH:20]=3)[CH3:18])[C@@H:12]([CH2:25][NH2:26])[C:11]=2[S:10][C:9]=1[NH2:27])=[O:7])([CH3:4])([CH3:3])[CH3:2].[CH:28](=O)[C:29]1[CH:34]=[CH:33][CH:32]=[CH:31][CH:30]=1.[BH4-].[Na+].C(N(C(C)C)CC)(C)C.[C:47](Cl)(=[O:49])[CH3:48].C(=O)(O)[O-].[Na+]>C(O)C.ClCCl>[C:1]([O:5][C:6]([C:8]1[C:16]2[CH2:15][CH2:14][N:13]([C@H:17]([C:19]3[CH:20]=[CH:21][CH:22]=[CH:23][CH:24]=3)[CH3:18])[C@@H:12]([CH2:25][N:26]([C:47](=[O:49])[CH3:48])[CH2:28][C:29]3[CH:34]=[CH:33][CH:32]=[CH:31][CH:30]=3)[C:11]=2[S:10][C:9]=1[NH2:27])=[O:7])([CH3:2])([CH3:4])[CH3:3] |f:2.3,6.7|. Reported procedure: A solution of 2-amino-7-(S)-aminomethyl-6-(1-(S)-phenyl-ethyl)-4,5,6,7-tetrahydro-thieno[2,3-c]pyridine-3-carboxylic aicd tert-butyl ester (400 mg, 1.03 mmol) and benzaldehyde (105 mg, 1.03 mmol) was heated to 50° C. in ethanol (20 ml) for 1 hour in the presence of molecular sieves (4 A, 7 ml). The reaction mixture was cooled on an ice bath before sodium borohydride (78 mg, 2.06 mmol) was added in three portions over 45 min. The cooling bath was removed and the reaction mixture was allowed to re... Starting materials: NC1=C2N=C(N(C2=NC(=N1)NCCC1=CC=CC=C1)CC1=CC=CC=C1)Br (6-Amino-9-benzyl-2-benzylmethylamino-8-bromopurine), CO (methanol), N (ammonia). The solvent is Cl (hydrochloric acid). Yields the product NC1=C2N=C(N(C2=NC(=N1)NCCC1=CC=CC=C1)CC1=CC=CC=C1)O (6-Amino-9-benzyl-2-benzylmethylamino-8-hydroxypurine). The yield is 77.0%. RXN SMILES: [NH2:1][C:2]1[N:10]=[C:9]([NH:11][CH2:12][CH2:13][C:14]2[CH:19]=[CH:18][CH:17]=[CH:16][CH:15]=2)[N:8]=[C:7]2[C:3]=1[N:4]=[C:5](Br)[N:6]2[CH2:20][C:21]1[CH:26]=[CH:25][CH:24]=[CH:23][CH:22]=1.N.C[OH:30]>Cl>[NH2:1][C:2]1[N:10]=[C:9]([NH:11][CH2:12][CH2:13][C:14]2[CH:19]=[CH:18][CH:17]=[CH:16][CH:15]=2)[N:8]=[C:7]2[C:3]=1[N:4]=[C:5]([OH:30])[N:6]2[CH2:20][C:21]1[CH:26]=[CH:25][CH:24]=[CH:23][CH:22]=1. Procedure details: 6-Amino-9-benzyl-2-benzylmethylamino-8-bromopurine (85 mg, 0.20 mmol) in concentrated hydrochloric acid (30 ml) and methanol (20 ml) were refluxed for 5 hours under heating. The reaction mixture was made basic with 28% aqueous ammonia, and the resulting crystals were filtered, washed with water and dried to give the subject compound (56 mg, yield 77%). Starting materials: [OH-].[Na+] (sodium hydroxide), CC(=O)NCCC1=CNC2=C1C=C(C=C2)OC (melatonin), C1(=CC=CC=C1)S(=O)(=O)Cl (benzenesulphonyl chloride). The reagents and catalysts are S(=O)(=O)(O)[O-].C(CCC)[N+](CCCC)(CCCC)CCCC (tetrabutylammonium hydrogen sulphate). Run in ClCCl (dichloromethane). Reaction conditions: time 8 hour. Yields the product COC=1C=C2C(=CN(C2=CC1)S(=O)(=O)C1=CC=CC=C1)CCNC(C)=O (N-{2-[5-Methoxy-1-(phenylsulphonyl)-1H-indol-3-yl]ethyl}acetamide). RXN SMILES: [CH3:1][C:2]([NH:4][CH2:5][CH2:6][C:7]1[C:11]2[CH:12]=[C:13]([O:16][CH3:17])[CH:14]=[CH:15][C:10]=2[NH:9][CH:8]=1)=[O:3].[OH-].[Na+].[C:20]1([S:26](Cl)(=[O:28])=[O:27])[CH:25]=[CH:24][CH:23]=[CH:22][CH:21]=1>ClCCl.S([O-])(O)(=O)=O.C([N+](CCCC)(CCCC)CCCC)CCC>[CH3:17][O:16][C:13]1[CH:12]=[C:11]2[C:10](=[CH:15][CH:14]=1)[N:9]([S:26]([C:20]1[CH:25]=[CH:24][CH:23]=[CH:22][CH:21]=1)(=[O:28])=[O:27])[CH:8]=[C:7]2[CH2:6][CH2:5][NH:4][C:2](=[O:3])[CH3:1] |f:1.2,5.6|. Procedure details: 5 g of melatonin are dissolved in 150 ml of dichloromethane, and then 3.41 g of sodium hydroxide and 0.35 g of tetrabutylammonium hydrogen sulphate are added. The reaction mixture is then cooled in an ice-bath, and 4.06 ml of benzenesulphonyl chloride are added dropwise. After stirring overnight at room temperature, the excess sodium hydroxide and the catalyst are filtered off, the solvent is removed by evaporation in vacuo, and the resulting solid is recrystallised to yield the title product in... Starting materials: C1=CC2=C(C=CC3=C2C(=C1)C(=O)OC3=O)Cl (4-Chloro-1,8-naphthalic anhydride), Cl.NO (hydroxylamine hydrochloride). Solvent: N1=CC=CC=C1 (pyridine). Product: ClC=1C=CC=2C(N(C(C3=CC=CC1C23)=O)O)=O (6-Chloro-2-hydroxy-benzo[de]isoquinoline-1,3-dione). The yield is 80.8%. As a reaction SMILES: [CH:1]1[CH:10]=[C:9]2[C:11]([O:13][C:14](=O)[C:7]3=[C:8]2[C:3](=[C:4]([Cl:16])[CH:5]=[CH:6]3)[CH:2]=1)=[O:12].Cl.[NH2:18][OH:19]>N1C=CC=CC=1>[Cl:16][C:4]1[CH:5]=[CH:6][C:7]2[C:14](=[O:13])[N:18]([OH:19])[C:11](=[O:12])[C:9]3[C:8]=2[C:3]=1[CH:2]=[CH:1][CH:10]=3 |f:1.2|. Reported procedure: 4-Chloro-1,8-naphthalic anhydride (1.4 g, 6.0 mmol) and hydroxylamine hydrochloride (0.8 g, 11.5 mmol) were reacted in pyridine (50 mL) following the procedure of Example 1 to give 1.2 g of the title compound, mp 234-236° C.;